This data is from the Open Reaction Database (ORD), a public repository of structured organic reaction records. The task is: describe an organic reaction: reactants, conditions, products, and yield The reactants are [BH4-].[Na+] (Sodium borohydride), ice water, CN(CC1=CC=C(C=C1)[N+](=O)[O-])C (dimethyl-(4-nitrobenzyl)-amine), Stannous chloride, Compound 4a2, CNC (dimethylamine), Compound 1n2. Solvent: C(C)O (ethanol), C(C)O (ethanol). Conditions: temperature 60 celsius. Yields the product CN(C)CC1=CC=C(C=C1)N (4-dimethylaminomethyl-phenylamine), 4a. As a reaction SMILES: CNC.[CH3:4][N:5]([CH3:16])[CH2:6][C:7]1[CH:12]=[CH:11][C:10]([N+:13]([O-])=O)=[CH:9][CH:8]=1.[BH4-].[Na+]>C(O)C>[CH3:16][N:5]([CH2:6][C:7]1[CH:8]=[CH:9][C:10]([NH2:13])=[CH:11][CH:12]=1)[CH3:4] |f:2.3|. Procedure: Using the procedure of Example 1, dimethylamine Compound 4a1 was used in place of Compound 1n2 and carried forward to prepare dimethyl-(4-nitrobenzyl)-amine Compound 4a2. Stannous chloride (28.1 g, 148 mmol) was added to a solution of Compound 4a2 (5.33 g, 29.6 mmol) in ethanol (200 mL) and heated to 60° C. Sodium borohydride (0.560 g, 14.8 mmol) in ethanol (80 mL) was added dropwise. Two hrs later the reaction mixture was added to ice water. The slurry was filtered through Celite 545 and the fi... The reactants are CCOC(=O)c1cc2cc(Br)ccc2[nH]1, O=C([O-])[O-], CI, CN(C)C=O, [K+], [K+]. Yields the product CCOC(=O)c1cc2cc(Br)ccc2n1C. Reaction SMILES: [Br:1][c:2]1[cH:3][c:4]2[cH:5][c:6]([C:11](=[O:12])[O:13][CH2:14][CH3:15])[nH:7][c:8]2[cH:9][cH:10]1.[C:16](=[O:17])([O-:18])[O-:19].[CH3:22][I:23].[CH3:24][N:25]([CH3:26])[CH:27]=[O:28].[K+:20].[K+:21]>>[Br:1][c:2]1[cH:3][c:4]2[cH:5][c:6]([C:11](=[O:12])[O:13][CH2:14][CH3:15])[n:7]([CH3:16])[c:8]2[cH:9][cH:10]1. Starting materials: O=C([O-])O, Cn1ccc2cccnc21, [Na+], CN(C)C=O, O=P(Cl)(Cl)Cl. The product is Cn1cc(C=O)c2cccnc21. Reaction SMILES: [C:16]([O-:17])(=[O:18])[OH:19].[CH3:6][n:7]1[cH:8][cH:9][c:10]2[c:11]1[n:12][cH:13][cH:14][cH:15]2.[Na+:20].[O:21]=[CH:22][N:23]([CH3:24])[CH3:25].[P:1]([Cl:2])([Cl:3])([Cl:4])=[O:5]>>[CH3:6][n:7]1[cH:8][c:9]([CH:16]=[O:17])[c:10]2[c:11]1[n:12][cH:13][cH:14][cH:15]2. The reactants are COc1cc(NCc2ccccc2)cc(F)c1C, CO, [OH-], [OH-], [Pd+2]. The product is COc1cc(N)cc(F)c1C. RXN SMILES: [CH2:1]([c:2]1[cH:3][cH:4][cH:5][cH:6][cH:7]1)[NH:8][c:9]1[cH:10][c:11]([F:18])[c:12]([CH3:17])[c:13]([O:15][CH3:16])[cH:14]1.[CH3:19][OH:20].[OH-:21].[OH-:23].[Pd+2:22]>>[NH2:8][c:9]1[cH:10][c:11]([F:18])[c:12]([CH3:17])[c:13]([O:15][CH3:16])[cH:14]1.